From a dataset of the Open Reaction Database (ORD), a public repository of structured organic reaction records. describe an organic reaction: reactants, conditions, products, and yield The reactants are CC1=C(C(=CC=C1)C)NN (2,6-Dimethylphenylhydrazine), COC1=CC=C(C=C1)[Te](=O)C1=CC=C(C=C1)OC (bis-(p-methoxyphenyl)-telluroxide). Run in C1(=CC(=CC=C1)C)C (m-xylene). Yields the product benzene-petroleum ether, COC1=CC=C(C=C1)[Te]C1=CC=C(C=C1)OC (bis-(p-methoxyphenyl)-telluride). Yield: 74.0%. As a reaction SMILES: CC1C=CC=C(C)C=1NN.[CH3:11][O:12][C:13]1[CH:18]=[CH:17][C:16]([Te:19]([C:21]2[CH:26]=[CH:25][C:24]([O:27][CH3:28])=[CH:23][CH:22]=2)=O)=[CH:15][CH:14]=1>C1(C)C=CC=C(C)C=1>[CH3:28][O:27][C:24]1[CH:23]=[CH:22][C:21]([Te:19][C:16]2[CH:17]=[CH:18][C:13]([O:12][CH3:11])=[CH:14][CH:15]=2)=[CH:26][CH:25]=1. Reported procedure: 2,6-Dimethylphenylhydrazine (68 mg, 0.50 mmol) was reacted with bis-(p-methoxyphenyl)-telluroxide for 0.2 h. to yield m-xylene (70%, p.l.c. (benzene-petroleum ether 1:1) afforded bis-(p-methoxyphenyl)-telluride (126 mg, 74%) and what appears to be 2,6-dimethylphenyl-4-methoxyphenyl-telluride as a colourless oil, m/e 342 (M+, 100%), 234, 212, 197, 105, 104, 79, 77, and 77. Reactants: CC=1N=CC(=NC1)NC1=NC=NC2=CC=C(C=C12)O (4-[(5-methylpyrazin-2-yl)amino]quinazolin-6-ol), C(C)OC(COC=1C=CC(=NC1)F)OCC (5-(2,2-diethoxyethoxy)-2-fluoropyridine), N1CCC1 (azetidine). Product: N1(CCC1)CCOC=1C=CC(=NC1)OC=1C=C2C(=NC=NC2=CC1)NC1=NC=C(N=C1)C (6-{[5-(2-azetidin-1-ylethoxy)pyridin-2-yl]oxy}-N-(5-methylpyrazin-2-yl)quinazoline-4-amine). Reaction SMILES: [CH3:1][C:2]1[N:3]=[CH:4][C:5]([NH:8][C:9]2[C:18]3[C:13](=[CH:14][CH:15]=[C:16]([OH:19])[CH:17]=3)[N:12]=[CH:11][N:10]=2)=[N:6][CH:7]=1.C(O[CH:23](OCC)[CH2:24][O:25][C:26]1[CH:27]=[CH:28][C:29](F)=[N:30][CH:31]=1)C.[NH:36]1[CH2:39][CH2:38][CH2:37]1>>[N:36]1([CH2:23][CH2:24][O:25][C:26]2[CH:27]=[CH:28][C:29]([O:19][C:16]3[CH:17]=[C:18]4[C:13](=[CH:14][CH:15]=3)[N:12]=[CH:11][N:10]=[C:9]4[NH:8][C:5]3[CH:4]=[N:3][C:2]([CH3:1])=[CH:7][N:6]=3)=[N:30][CH:31]=2)[CH2:39][CH2:38][CH2:37]1. Procedure details: Using 4-[(5-methylpyrazin-2-yl)amino]quinazolin-6-ol, 5-(2,2-diethoxyethoxy)-2-fluoropyridine and azetidine, and in the same manner as in Example 31 or according to a method similar to it or according to a combination thereof with an ordinary method, the entitled compound (22 mg) was obtained as a pale yellow solid. Reaction SMILES: [Al+3:24].[BH4-:5].[CH2:29]1[O:30][CH2:31][CH2:32][CH2:33]1.[CH3:34][c:35]1[cH:36][cH:37][cH:38][cH:39][cH:40]1.[Ce+3:2].[Cl-:1].[Cl-:3].[Cl-:4].[H-:23].[H-:26].[H-:27].[H-:28].[Li+:25].[Na+:6].[OH2:41].[c:7]1([CH3:22])[cH:8][c:9]([PH:13]([c:14]2[cH:15][c:16]([CH3:20])[cH:17][cH:18][cH:19]2)=[O:21])[cH:10][cH:11][cH:12]1>>[BH3:5].[c:7]1([CH3:22])[cH:8][c:9]([PH:13][c:14]2[cH:15][c:16]([CH3:20])[cH:17][cH:18][cH:19]2)[cH:10][cH:11][cH:12]1. Product: B, Cc1cccc(Pc2cccc(C)c2)c1. The reactants are [Al+3], [BH4-], C1CCOC1, Cc1ccccc1, [Ce+3], [Cl-], [Cl-], [Cl-], [H-], [H-], [H-], [H-], [Li+], [Na+], O, Cc1cccc([PH](=O)c2cccc(C)c2)c1. As a reaction SMILES: [CH2:1]([N:8]1[C@@H:13]([CH3:14])[CH2:12][N:11]([C@@H:15]([C:30]2[CH:35]=[CH:34][CH:33]=[C:32]([O:36]C)[CH:31]=2)[C:16]2[CH:25]=[C:24]3[C:19]([CH2:20][CH2:21][N:22]([CH2:26][C:27]([OH:29])=[O:28])[CH2:23]3)=[CH:18][CH:17]=2)[C@@H:10]([CH3:38])[CH2:9]1)[C:2]1[CH:7]=[CH:6][CH:5]=[CH:4][CH:3]=1.B(Br)(Br)Br>ClCCl>[CH2:1]([N:8]1[C@@H:13]([CH3:14])[CH2:12][N:11]([C@@H:15]([C:30]2[CH:35]=[CH:34][CH:33]=[C:32]([OH:36])[CH:31]=2)[C:16]2[CH:25]=[C:24]3[C:19]([CH2:20][CH2:21][N:22]([CH2:26][C:27]([OH:29])=[O:28])[CH2:23]3)=[CH:18][CH:17]=2)[C@@H:10]([CH3:38])[CH2:9]1)[C:2]1[CH:7]=[CH:6][CH:5]=[CH:4][CH:3]=1. The solvent is ClCCl (dichloromethane). Product: C(C1=CC=CC=C1)N1C[C@@H](N(C[C@@H]1C)[C@H](C1=CC=C2CCN(CC2=C1)CC(=O)O)C1=CC(=CC=C1)O)C (2-[7-[(R)-[(2S,5S)-4-benzyl-2,5-dimethylpiperazinyl](3-hydroxyphenyl)methyl]-3,4-dihydro-2(1H)-isoquinolinyl]acetic acid). Procedure: To a solution of the compound of Example 105 (0.34 g) in dichloromethane (20 ml ) at —78° C. was added boron tribromide (2.6 ml ). the reaction was allowed to warm to room temperature. After 2 hours, the reaction was quenched with ammoniacal methanol solution and the solvent removed under reduced pressure. The crude material was purified on silica eluting with 80:20:3 dichloromethane:methanol:ammonium hydroxide. The product containing fractions were pooled and the solvent removed under reduced p... Isolated yield 33.3%. Starting materials: C(C1=CC=CC=C1)N1C[C@@H](N(C[C@@H]1C)[C@H](C1=CC=C2CCN(CC2=C1)CC(=O)O)C1=CC(=CC=C1)OC)C (2-[7-[(R)-[(2S,5S)-4-benzyl-2,5-dimethylpiperazinyl](3-methoxyphenyl)methyl]-3,4-dihydro-2(1H)-isoquinolinyl]acetic acid), B(Br)(Br)Br (boron tribromide). Run at time 2 hour.